This data is from the Open Reaction Database (ORD), a public repository of structured organic reaction records. The task is: describe an organic reaction: reactants, conditions, products, and yield The reactants are CC#CC(=O)O, C1CCOC1, CN1CCOCC1, CC(C)COC(=O)Cl, N#Cc1cnc2ccc(N)cc2c1Nc1ccc(Br)cc1, CN(C)C=O, O. Yields the product CC#CC(=O)Nc1ccc2ncc(C#N)c(Nc3ccc(Br)cc3)c2c1. RXN SMILES: [C:1]([C:2]#[C:3][CH3:4])(=[O:5])[OH:6].[CH2:43]1[O:44][CH2:45][CH2:46][CH2:47]1.[CH3:15][N:16]1[CH2:17][CH2:18][O:19][CH2:20][CH2:21]1.[Cl:7][C:8]([O:9][CH2:10][CH:11]([CH3:12])[CH3:13])=[O:14].[NH2:22][c:23]1[cH:24][c:25]2[c:26]([NH:35][c:36]3[cH:37][cH:38][c:39]([Br:42])[cH:40][cH:41]3)[c:27]([C:33]#[N:34])[cH:28][n:29][c:30]2[cH:31][cH:32]1.[O:48]=[CH:49][N:50]([CH3:51])[CH3:52].[OH2:53]>>[C:1]([C:2]#[C:3][CH3:4])(=[O:6])[NH:22][c:23]1[cH:24][c:25]2[c:26]([NH:35][c:36]3[cH:37][cH:38][c:39]([Br:42])[cH:40][cH:41]3)[c:27]([C:33]#[N:34])[cH:28][n:29][c:30]2[cH:31][cH:32]1. Reactants: BrCc1ccccc1, CC(C)(C)OC(=O)N1C(CCO)COC1(C)C, C1CCOC1, CCCC[N+](CCCC)(CCCC)CCCC, [H-], [I-], [Na+]. Yields the product CC(C)(C)OC(=O)N1C(CCOCc2ccccc2)COC1(C)C. As a reaction SMILES: [Br:20][CH2:21][c:22]1[cH:23][cH:24][cH:25][cH:26][cH:27]1.[C:1]([CH3:2])([CH3:3])([CH3:4])[O:5][C:6](=[O:7])[N:8]1[C:9]([CH3:16])([CH3:17])[O:10][CH2:11][CH:12]1[CH2:13][CH2:14][OH:15].[CH2:28]1[O:29][CH2:30][CH2:31][CH2:32]1.[CH2:34]([N+:35]([CH2:36][CH2:37][CH2:38][CH3:39])([CH2:40][CH2:41][CH2:42][CH3:43])[CH2:44][CH2:45][CH2:46][CH3:47])[CH2:48][CH2:49][CH3:50].[H-:18].[I-:33].[Na+:19]>>[C:1]([CH3:2])([CH3:3])([CH3:4])[O:5][C:6](=[O:7])[N:8]1[C:9]([CH3:16])([CH3:17])[O:10][CH2:11][CH:12]1[CH2:13][CH2:14][O:15][CH2:21][c:22]1[cH:23][cH:24][cH:25][cH:26][cH:27]1. Reactants: CC(Br)C(=O)O, CCCCOC(C)=O, Fc1cccc2[nH]ccc12, [H-], [Na+], CN(C)C=O, O. Product: CC(C(=O)O)n1ccc2c(F)cccc21. RXN SMILES: [Br:13][CH:14]([C:15](=[O:16])[OH:17])[CH3:18].[C:25]([O:26][CH2:27][CH2:28][CH2:29][CH3:30])(=[O:31])[CH3:32].[F:1][c:2]1[c:3]2[cH:4][cH:5][nH:6][c:7]2[cH:8][cH:9][cH:10]1.[H-:11].[Na+:12].[O:20]=[CH:21][N:22]([CH3:23])[CH3:24].[OH2:19]>>[F:1][c:2]1[c:3]2[cH:4][cH:5][n:6]([CH:14]([C:15](=[O:16])[OH:17])[CH3:18])[c:7]2[cH:8][cH:9][cH:10]1. Starting materials: Cc1nnc(-c2ccc3ncnc(Cl)c3c2)o1, Nc1ccc2c(cnn2Cc2cccc(F)c2)c1. The product is Cl, Cc1nnc(-c2ccc3ncnc(Nc4ccc5c(cnn5Cc5cccc(F)c5)c4)c3c2)o1. Reaction SMILES: [Cl:19][c:20]1[n:21][cH:22][n:23][c:24]2[cH:25][cH:26][c:27](-[c:30]3[o:31][c:32]([CH3:35])[n:33][n:34]3)[cH:28][c:29]12.[F:1][c:2]1[cH:3][c:4]([CH2:5][n:6]2[n:7][cH:8][c:9]3[cH:10][c:11]([NH2:15])[cH:12][cH:13][c:14]23)[cH:16][cH:17][cH:18]1>>[ClH:19].[F:1][c:2]1[cH:3][c:4]([CH2:5][n:6]2[n:7][cH:8][c:9]3[cH:10][c:11]([NH:15][c:20]4[n:21][cH:22][n:23][c:24]5[cH:25][cH:26][c:27](-[c:30]6[o:31][c:32]([CH3:35])[n:33][n:34]6)[cH:28][c:29]45)[cH:12][cH:13][c:14]23)[cH:16][cH:17][cH:18]1.